describe an organic reaction: reactants, conditions, products, and yield From a dataset of the Open Reaction Database (ORD), a public repository of structured organic reaction records. The reactants are N[C@H](CO)CC1=CC=CC=C1 ((S)-2-amino-3-phenyl-1-propanol), O(C1=CC=CC=C1)C1=C(C(=O)O)C=CC=C1 (2-phenoxybenzoic acid). Product: O(C1=CC=CC=C1)C1=C(C(=O)N[C@H](CO)CC2=CC=CC=C2)C=CC=C1 ((S)-2-Phenoxy-N-(3-phenylpropan-1-ol-2-yl)benzamide). The yield is 103.7%. As a reaction SMILES: [NH2:1][C@@H:2]([CH2:5][C:6]1[CH:11]=[CH:10][CH:9]=[CH:8][CH:7]=1)[CH2:3][OH:4].[O:12]([C:19]1[CH:27]=[CH:26][CH:25]=[CH:24][C:20]=1[C:21](O)=[O:22])[C:13]1[CH:18]=[CH:17][CH:16]=[CH:15][CH:14]=1>>[O:12]([C:19]1[CH:27]=[CH:26][CH:25]=[CH:24][C:20]=1[C:21]([NH:1][C@@H:2]([CH2:5][C:6]1[CH:11]=[CH:10][CH:9]=[CH:8][CH:7]=1)[CH2:3][OH:4])=[O:22])[C:13]1[CH:14]=[CH:15][CH:16]=[CH:17][CH:18]=1. Procedure: 7.3 g (48 mmol) of (S)-2-amino-3-phenyl-1-propanol were reacted with 10.7 g (50 mmol) of 2-phenoxybenzoic acid by the method of procedure 3c. 17.3 g (100%) of the product were obtained. Starting materials: O=[N+]([O-])c1cnc2cc(Br)cnc2c1O, CN(C)C=O, O, O=P(Cl)(Cl)Cl. Yields the product O=[N+]([O-])c1cnc2cc(Br)cnc2c1Cl. RXN SMILES: [Br:6][c:7]1[cH:8][n:9][c:10]2[c:11]([OH:20])[c:12]([N+:17](=[O:18])[O-:19])[cH:13][n:14][c:15]2[cH:16]1.[CH3:22][N:23]([CH3:24])[CH:25]=[O:26].[OH2:21].[P:1]([Cl:2])([Cl:3])([Cl:4])=[O:5]>>[Cl:3][c:11]1[c:10]2[n:9][cH:8][c:7]([Br:6])[cH:16][c:15]2[n:14][cH:13][c:12]1[N+:17](=[O:18])[O-:19]. The reactants are [BH3-]C#N, Cn1c(=O)c(C=O)nc2ccccc21, ClCCl, COCC(N)c1ccccc1, [Na+], [Na+], O=C([O-])O. Yields the product COCC(NCc1nc2ccccc2n(C)c1=O)c1ccccc1. RXN SMILES: [C:15]([BH3-:16])#[N:17].[CH3:1][n:2]1[c:3](=[O:14])[c:4]([CH:12]=[O:13])[n:5][c:6]2[cH:7][cH:8][cH:9][cH:10][c:11]12.[Cl:35][CH2:36][Cl:37].[NH2:19][CH:20]([CH2:21][O:22][CH3:23])[c:24]1[cH:25][cH:26][cH:27][cH:28][cH:29]1.[Na+:18].[Na+:34].[O-:30][C:31]([OH:32])=[O:33]>>[CH3:1][n:2]1[c:3](=[O:14])[c:4]([CH2:12][NH:19][CH:20]([CH2:21][O:22][CH3:23])[c:24]2[cH:25][cH:26][cH:27][cH:28][cH:29]2)[n:5][c:6]2[cH:7][cH:8][cH:9][cH:10][c:11]12. Reactants: CC(C)(C)N=C=O, C1CCC2=NCCCN2CC1, CN1C(=O)CCC2(C)C3CCC4(C)C(CO)CCC4C3CCC12, c1ccccc1. Product: CN1C(=O)CCC2(C)C3CCC4(C)C(COC(=O)NC(C)(C)C)CCC4C3CCC12. RXN SMILES: [C:24]([CH3:25])([CH3:26])([CH3:27])[N:28]=[C:29]=[O:30].[N:31]12[CH2:32][CH2:33][CH2:34][N:35]=[C:36]1[CH2:37][CH2:38][CH2:39][CH2:40][CH2:41]2.[OH:1][CH2:2][CH:3]1[C:4]2([CH3:5])[CH:6]([CH2:7][CH2:8]1)[CH:9]1[CH2:10][CH2:11][CH:12]3[N:13]([CH3:23])[C:14](=[O:22])[CH2:15][CH2:16][C:17]3([CH3:18])[CH:19]1[CH2:20][CH2:21]2.[cH:42]1[cH:43][cH:44][cH:45][cH:46][cH:47]1>>[O:1]([CH2:2][CH:3]1[C:4]2([CH3:5])[CH:6]([CH2:7][CH2:8]1)[CH:9]1[CH2:10][CH2:11][CH:12]3[N:13]([CH3:23])[C:14](=[O:22])[CH2:15][CH2:16][C:17]3([CH3:18])[CH:19]1[CH2:20][CH2:21]2)[C:29]([NH:28][C:24]([CH3:25])([CH3:26])[CH3:27])=[O:30]. Reactants: [Li]CCCC, COc1cccc(OC)c1, CCCCCC, CCOC(C)=O, C[Si](C)(Cl)CCl, C1CCOC1, O. Product: COc1cccc(OC)c1[Si](C)(C)CCl. RXN SMILES: [CH2:11]([Li:12])[CH2:13][CH2:14][CH3:15].[CH3:1][O:2][c:3]1[cH:4][c:5]([O:9][CH3:10])[cH:6][cH:7][cH:8]1.[CH3:28][CH2:29][CH2:30][CH2:31][CH2:32][CH3:33].[CH3:34][CH2:35][O:36][C:37](=[O:38])[CH3:39].[Cl:16][Si:17]([CH3:18])([CH3:19])[CH2:20][Cl:21].[O:23]1[CH2:24][CH2:25][CH2:26][CH2:27]1.[OH2:22]>>[CH3:1][O:2][c:3]1[c:4]([Si:17]([CH3:18])([CH3:19])[CH2:20][Cl:21])[c:5]([O:9][CH3:10])[cH:6][cH:7][cH:8]1. The reactants are C(=O)(O)C1=CC2=C(N=CN=C2NC2=CC(=CC=C2)Cl)N1 (6-carboxy-4-(3-chloro-anilino)-7H-pyrrolo[2,3-d]pyrimidine), [B-](F)(F)(F)F.CN(C)C(=[N+](C)C)ON1C=CC=CC1=O (TPTU), CNC (dimethylamine), [B-](F)(F)(F)F.CN(C)C(=[N+](C)C)ON1C=CC=CC1=O (TPTU), ice water. Product: ClC=1C=C(NC=2C3=C(N=CN2)NC(=C3)C(N(C)C)=O)C=CC1 (4-(3-Chloro-anilino)-6-(N,N-dimethyl-carbamoyl)-7H-pyrrolo[2,3-d]-pyrimidin). Run at time 2 hour. Solvent: CN(C)C=O (DMF), CN(C)C=O (DMF). As a reaction SMILES: [C:1]([C:4]1[NH:20][C:7]2[N:8]=[CH:9][N:10]=[C:11]([NH:12][C:13]3[CH:18]=[CH:17][CH:16]=[C:15]([Cl:19])[CH:14]=3)[C:6]=2[CH:5]=1)([OH:3])=O.[B-](F)(F)(F)F.[CH3:26][N:27](C(ON1C(=O)C=CC=C1)=[N+](C)C)[CH3:28].CNC>CN(C=O)C>[Cl:19][C:15]1[CH:14]=[C:13]([CH:18]=[CH:17][CH:16]=1)[NH:12][C:11]1[C:6]2[CH:5]=[C:4]([C:1](=[O:3])[N:27]([CH3:28])[CH3:26])[NH:20][C:7]=2[N:8]=[CH:9][N:10]=1 |f:1.2|. Procedure details: Under a N2 atmosphere, 97.6 mg (0.338 mmol) of 6-carboxy-4-(3-chloro-anilino)-7H-pyrrolo[2,3-d]pyrimidine are introduced into 7 ml of DMF, and 119 mg (0.40 mmol) of TPTU and a solution of 164 mg (33% in ethanol; 1.2 mmol) of dimethylamine in 1 ml of DMF are added thereto. After 2 hours, a further 30 mg of TPTU is added to the reaction solution, which is then stirred at RT for 2 days, then poured into 30 ml of ice-water, stirred, filtered and washed with water to yield the title compound; HPLC: t...